Dataset: the Open Reaction Database (ORD), a public repository of structured organic reaction records. Task: describe an organic reaction: reactants, conditions, products, and yield The reactants are [OH-].[K+] (potassium hydroxide), [OH-].[Na+] (NaOH), C(C)(C)(C)OO (t-butylhydroperoxide), C(C)(C)(C)N=NC(C)(C)Cl (2-t-butylazo-2-chloropropane), Ice water, [Cl-].[K+] (potassium chloride). The solvent is O (water), O (water). Run at temperature 15 celsius, time 15 minute. The product is C(C)(C)(C)N=NC(C)(C)OOC(C)(C)C (2-t-butylazo-2-(t-butylperoxy)-propane). Isolated yield 85.2%. Reaction SMILES: [OH-].[K+].[C:3]([O:7][OH:8])([CH3:6])([CH3:5])[CH3:4].[C:9]([N:13]=[N:14][C:15](Cl)([CH3:17])[CH3:16])([CH3:12])([CH3:11])[CH3:10].[OH-].[Na+].[Cl-].[K+]>O>[C:9]([N:13]=[N:14][C:15]([O:8][O:7][C:3]([CH3:6])([CH3:5])[CH3:4])([CH3:17])[CH3:16])([CH3:12])([CH3:11])[CH3:10] |f:0.1,4.5,6.7|. Procedure details: To a solution of 72.5 grams (1.1 moles) of 85% potassium hydroxide in 175 ml. of water, cooled to 15° C in a 2 liter jacketed reactor was added 140 grams (1.4 moles) of 90% t-butylhydroperoxide slowly and with rapid stirring. The temperature was held at 20°-25° C by the rate of addition and by circulating 15° C water through the reactor jacket. After the addition was complete, the reaction was stirred for 15 minutes at 15° C and then 165 grams (1.015 moles) of 2-t-butylazo-2-chloropropane was ad... Reactants: CCc1ncccc1Oc1cc(Sc2ccccn2)cnc1Nc1nc(C2COC3(CCCCC3)O2)ns1, CCO, Cl, O. Product: CCc1ncccc1Oc1cc(Sc2ccccn2)cnc1Nc1nc(C(O)CO)ns1. Reaction SMILES: [CH2:1]([CH3:2])[c:3]1[n:4][cH:5][cH:6][cH:7][c:8]1[O:9][c:10]1[c:11]([NH:23][c:24]2[n:25][c:26]([CH:29]3[O:30][C:31]4([O:32][CH2:33]3)[CH2:34][CH2:35][CH2:36][CH2:37][CH2:38]4)[n:27][s:28]2)[n:12][cH:13][c:14]([S:16][c:17]2[n:18][cH:19][cH:20][cH:21][cH:22]2)[cH:15]1.[CH3:41][CH2:42][OH:43].[ClH:40].[OH2:39]>>[CH2:1]([CH3:2])[c:3]1[n:4][cH:5][cH:6][cH:7][c:8]1[O:9][c:10]1[c:11]([NH:23][c:24]2[n:25][c:26]([CH:29]([OH:30])[CH2:33][OH:32])[n:27][s:28]2)[n:12][cH:13][c:14]([S:16][c:17]2[n:18][cH:19][cH:20][cH:21][cH:22]2)[cH:15]1. Starting materials: NC1CCC(CC1)CNC1=CC=CC=C1 ((4-Amino-cyclohexylmethyl)-phenyl-amine), ClC=1C=C(C(=O)Cl)C=CC1 (3-chlorobenzoyl chloride). The solvent is C(Cl)Cl (DCM). Run at time 3 hour. Product: ClC=1C=C(C(=O)N[C@@H]2CC[C@H](CC2)CNC2=CC=CC=C2)C=CC1 (Trans-3-Chloro-N-(4-phenylaminomethyl-cyclohexyl)-benzamide). Reaction SMILES: [NH2:1][CH:2]1[CH2:7][CH2:6][CH:5]([CH2:8][NH:9][C:10]2[CH:15]=[CH:14][CH:13]=[CH:12][CH:11]=2)[CH2:4][CH2:3]1.[Cl:16][C:17]1[CH:18]=[C:19]([CH:23]=[CH:24][CH:25]=1)[C:20](Cl)=[O:21]>C(Cl)Cl>[Cl:16][C:17]1[CH:18]=[C:19]([CH:23]=[CH:24][CH:25]=1)[C:20]([NH:1][C@H:2]1[CH2:7][CH2:6][C@H:5]([CH2:8][NH:9][C:10]2[CH:11]=[CH:12][CH:13]=[CH:14][CH:15]=2)[CH2:4][CH2:3]1)=[O:21]. Procedure: To a 7 mL vial equipped with magnetic stirrer bar is added (4-Amino-cyclohexylmethyl)-phenyl-amine (41 mg, 0.2 mmol), 3-chlorobenzoyl chloride (20 mg, 0.16 mmol) and DCM (2 mL) followed by trethylamine (42 μL, 0.3 mmol). The mixture is stirred at room temperature under nitrogen atmosphere for 3 hours. The mixture was then evaporated to dryness and purified directly by preparative HPLC, [MH+343.19]. Reaction SMILES: [CH3:1][N:2]([CH3:11])[C:3](=[O:10])[CH2:4][C:5]1[CH:9]=[CH:8][S:7][CH:6]=1.[Li+].[CH3:13]C([N-]C(C)C)C.CI>C1COCC1>[CH3:11][N:2]([CH3:1])[C:3](=[O:10])[CH:4]([C:5]1[CH:9]=[CH:8][S:7][CH:6]=1)[CH3:13] |f:1.2|. The solvent is C1CCOC1 (THF). Reported procedure: To a solution of acetamide from Step 1 (510 mg) in THF (15 mL) at -78° C. was added LDA (mono THF, 1.5M, cyclohexane, 250 μL) followed by MeI (700 μL) after 30 min. The mixture was warmed to r.t., quenched with a saturated NH4Cl sol. and then extracted with Et2O. The organic phase was washed with H2O, brine, dried (MgSO4) and the solvents evaporated. The residue was purified by flash chromatography (silica gel; hexane/EtOAc (60:40)) to afford the title compound as a oil. Yields the product CN(C(C(C)C1=CSC=C1)=O)C (N,N-Dimethyl-2-(3-thienyl)propionamide). The reactants are CN(C(CC1=CSC=C1)=O)C (N,N-Dimethyl-2-(3-thienyl)acetamide), [Li+].CC(C)[N-]C(C)C (LDA), CI (MeI). Starting materials: C(C)(=O)C1=CC=2CC3=CC(=CC=C3C2C=C1)Br (2-acetyl-7-bromofluorene), cuprous cyanide, N1=CC=CC2=CC=CC=C12 (quinoline), ClCCl (dichloromethane). The product is C(C)(=O)C1=CC=2CC3=CC(=CC=C3C2C=C1)C#N (2-acetyl-7-cyanofluorene). RXN SMILES: [C:1]([C:4]1[CH:16]=[CH:15][C:14]2[C:13]3[C:8](=[CH:9][C:10](Br)=[CH:11][CH:12]=3)[CH2:7][C:6]=2[CH:5]=1)(=[O:3])[CH3:2].ClCCl.[N:21]1C2C(=CC=CC=2)C=C[CH:22]=1>>[C:1]([C:4]1[CH:16]=[CH:15][C:14]2[C:13]3[C:8](=[CH:9][C:10]([C:22]#[N:21])=[CH:11][CH:12]=3)[CH2:7][C:6]=2[CH:5]=1)(=[O:3])[CH3:2]. Procedure: A mixture of 2-acetyl-7-bromofluorene (13.2 g.) and cuprous cyanide (8.2 g.) in quinoline (40 ml.) was heated to reflux for 40 minutes, cooled to 100° and poured into a mixture of ice-cold dilute aqueous ammonia and dichloromethane. The organic layer was separated, filered to remove a yellow solid, washed with N-hydrochloric acid, dried over sodium sulphate and evaporated. The residual solid was recrystallised from ethanol containing a small amount of dimethylformamide to give 2-acetyl-7-cyanofl...